From a dataset of the Open Reaction Database (ORD), a public repository of structured organic reaction records. describe an organic reaction: reactants, conditions, products, and yield Reactants: C([O-])([O-])=O.[Na+].[Na+] (sodium carbonate), aqueous solution, IC1=CC=C(C=C1)O (4-iodophenol), BrC=1NC=2C=CC=C3C2C1CCNC3=O (2-bromo-3,4,5,6-tetrahydro-azepino[5,4,3-cd]indol-6-one), B1(OC(C(O1)(C)C)(C)C)B2OC(C(O2)(C)C)(C)C (diboron pinacol ester), C(C)(=O)[O-].[K+] (potassium acetate). Reagents/catalysts: C1=CC=C(C=C1)P([C-]2C=CC=C2)C3=CC=CC=C3.C1=CC=C(C=C1)P([C-]2C=CC=C2)C3=CC=CC=C3.Cl[Pd]Cl.[Fe+2] (1,1′-bis(diphenylphosphino)ferrocene dichloropalladium), C1=CC=C(C=C1)P([C-]2C=CC=C2)C3=CC=CC=C3.C1=CC=C(C=C1)P([C-]2C=CC=C2)C3=CC=CC=C3.Cl[Pd]Cl.[Fe+2] (1,1′-bis(diphenyl phosphino)ferrocenedichloro palladium). Yields the product OC1=CC=C(C=C1)C=1NC=2C=CC=C3C2C1CCNC3=O (2-(4-hydroxy-phenyl)-1,3,4,5-tetrahydro-azepino[5,4,3-cd]indol-6-one). Reaction SMILES: I[C:2]1[CH:7]=[CH:6][C:5]([OH:8])=[CH:4][CH:3]=1.B1(B2OC(C)(C)C(C)(C)O2)OC(C)(C)C(C)(C)O1.C([O-])(=O)C.[K+].Br[C:33]1[NH:34][C:35]2[CH:36]=[CH:37][CH:38]=[C:39]3[C:45](=[O:46])[NH:44][CH2:43][CH2:42][C:41]=1[C:40]=23.C(=O)([O-])[O-].[Na+].[Na+]>C1C=CC(P(C2C=CC=CC=2)[C-]2C=CC=C2)=CC=1.C1C=CC(P(C2C=CC=CC=2)[C-]2C=CC=C2)=CC=1.Cl[Pd]Cl.[Fe+2]>[OH:8][C:5]1[CH:6]=[CH:7][C:2]([C:33]2[NH:34][C:35]3[CH:36]=[CH:37][CH:38]=[C:39]4[C:45](=[O:46])[NH:44][CH2:43][CH2:42][C:41]=2[C:40]=34)=[CH:3][CH:4]=1 |f:2.3,5.6.7,8.9.10.11|. Procedure details: In a manner similar to that described for Compound YY, 4-iodophenol (220 mg, 1.00 mmol), diboron pinacol ester (279 mg, 1.10 mmol), 1,1′-bis(diphenyl phosphino)ferrocenedichloro palladium (24 mg, 0.03 mmol), and potassium acetate (294 mg, 3.00 mmol), 2-bromo-3,4,5,6-tetrahydro-azepino[5,4,3-cd]indol-6-one (239 mg, 0.90 mmol), a second portion of 1,1′-bis(diphenylphosphino)ferrocene dichloropalladium (24 mg, 0.03 mmol), and sodium carbonate (2.5 mL of a 2.0 M aqueous solution, 5.00 mmol) were rea... Starting materials: [Li]CCCC, C[Si](C)(C)N[Si](C)(C)C, CN1CCCN(C)C1=O, Cc1ccccc1, [Cl-], CSc1ccc(CC(=O)N(C)C(C)C(O)c2ccccc2)cc1Cl, ICC1CCC2(C1)OC(c1ccccc1)C(c1ccccc1)O2, [NH4+], C1CCOC1. Product: CSc1ccc(C(CC2CCC3(C2)OC(c2ccccc2)C(c2ccccc2)O3)C(=O)N(C)C(C)C(O)c2ccccc2)cc1Cl. Reaction SMILES: [CH2:10]([Li:11])[CH2:12][CH2:13][CH3:14].[CH3:1][Si:2]([CH3:3])([CH3:4])[NH:5][Si:6]([CH3:7])([CH3:8])[CH3:9].[CH3:62][N:63]1[CH2:64][CH2:65][CH2:66][N:67]([CH3:68])[C:69]1=[O:70].[CH3:78][c:79]1[cH:80][cH:81][cH:82][cH:83][cH:84]1.[Cl-:71].[Cl:15][c:16]1[cH:17][c:18]([CH2:24][C:25](=[O:26])[N:27]([CH3:28])[CH:29]([CH:30]([c:31]2[cH:32][cH:33][cH:34][cH:35][cH:36]2)[OH:37])[CH3:38])[cH:19][cH:20][c:21]1[S:22][CH3:23].[I:39][CH2:40][CH:41]1[CH2:42][C:43]2([O:44][CH:45]([c:54]3[cH:55][cH:56][cH:57][cH:58][cH:59]3)[CH:46]([c:48]3[cH:49][cH:50][cH:51][cH:52][cH:53]3)[O:47]2)[CH2:60][CH2:61]1.[NH4+:72].[O:73]1[CH2:74][CH2:75][CH2:76][CH2:77]1>>[Cl:15][c:16]1[cH:17][c:18]([CH:24]([C:25](=[O:26])[N:27]([CH3:28])[CH:29]([CH:30]([c:31]2[cH:32][cH:33][cH:34][cH:35][cH:36]2)[OH:37])[CH3:38])[CH2:40][CH:41]2[CH2:42][C:43]3([O:44][CH:45]([c:54]4[cH:55][cH:56][cH:57][cH:58][cH:59]4)[CH:46]([c:48]4[cH:49][cH:50][cH:51][cH:52][cH:53]4)[O:47]3)[CH2:60][CH2:61]2)[cH:19][cH:20][c:21]1[S:22][CH3:23].